This data is from the Open Reaction Database (ORD), a public repository of structured organic reaction records. The task is: describe an organic reaction: reactants, conditions, products, and yield Reactants: C#Cc1ccc2c(c1)OCC(C)(C)CO2, CCOC(=O)c1ccc(Br)cc1, C1CCOC1, CCOC(C)=O, CC(C)NC(C)C, [Cu]I, Cl[Pd]Cl, c1ccc(P(c2ccccc2)c2ccccc2)cc1, c1ccc(P(c2ccccc2)c2ccccc2)cc1. Yields the product CCOC(=O)c1ccc(C#Cc2ccc3c(c2)OCC(C)(C)CO3)cc1. RXN SMILES: [C:1](#[CH:2])[c:3]1[cH:4][c:5]2[c:6]([cH:14][cH:15]1)[O:7][CH2:8][C:9]([CH3:12])([CH3:13])[CH2:10][O:11]2.[CH2:16]([CH3:17])[O:18][C:19]([c:20]1[cH:21][cH:22][c:23]([Br:26])[cH:24][cH:25]1)=[O:27].[CH2:35]1[O:36][CH2:37][CH2:38][CH2:39]1.[CH3:83][CH2:84][O:85][C:86]([CH3:87])=[O:88].[CH:28]([NH:29][CH:30]([CH3:31])[CH3:32])([CH3:33])[CH3:34].[Cu:81][I:82].[Pd:40]([Cl:41])[Cl:42].[c:43]1([P:44]([c:45]2[cH:46][cH:47][cH:48][cH:49][cH:50]2)[c:51]2[cH:52][cH:53][cH:54][cH:55][cH:56]2)[cH:57][cH:58][cH:59][cH:60][cH:61]1.[c:62]1([P:63]([c:64]2[cH:65][cH:66][cH:67][cH:68][cH:69]2)[c:70]2[cH:71][cH:72][cH:73][cH:74][cH:75]2)[cH:76][cH:77][cH:78][cH:79][cH:80]1>>[C:1](#[C:2][c:23]1[cH:22][cH:21][c:20]([C:19]([O:18][CH2:16][CH3:17])=[O:27])[cH:25][cH:24]1)[c:3]1[cH:4][c:5]2[c:6]([cH:14][cH:15]1)[O:7][CH2:8][C:9]([CH3:12])([CH3:13])[CH2:10][O:11]2. Reactants: C1CCOC1, [Li]CCCC, CC(C(=O)C(C)(C)C)n1ccnc1, C#CCCCC. Yields the product CCCCC#CC(O)(C(C)n1ccnc1)C(C)(C)C. RXN SMILES: [CH2:25]1[O:26][CH2:27][CH2:28][CH2:29]1.[CH2:7]([Li:8])[CH2:9][CH2:10][CH3:11].[CH3:12][C:13]([CH3:14])([C:15]([CH:16]([CH3:17])[n:18]1[cH:19][n:20][cH:21][cH:22]1)=[O:23])[CH3:24].[CH:1]#[C:2][CH2:3][CH2:4][CH2:5][CH3:6]>>[C:1](#[C:2][CH2:3][CH2:4][CH2:5][CH3:6])[C:15]([C:13]([CH3:12])([CH3:14])[CH3:24])([CH:16]([CH3:17])[n:18]1[cH:19][n:20][cH:21][cH:22]1)[OH:23]. The reactants are C, CCc1ccc(C(O)c2ccncc2O)cc1, CC(=O)O, [Pd]. The product is CCc1ccc(Cc2ccncc2O)cc1. RXN SMILES: [C:18].[CH2:1]([CH3:2])[c:3]1[cH:4][cH:5][c:6]([CH:9]([OH:10])[c:11]2[c:12]([OH:17])[cH:13][n:14][cH:15][cH:16]2)[cH:7][cH:8]1.[CH3:20][C:21](=[O:22])[OH:23].[Pd:19]>>[CH2:1]([CH3:2])[c:3]1[cH:4][cH:5][c:6]([CH2:9][c:11]2[c:12]([OH:17])[cH:13][n:14][cH:15][cH:16]2)[cH:7][cH:8]1.